Dataset: the Open Reaction Database (ORD), a public repository of structured organic reaction records. Task: describe an organic reaction: reactants, conditions, products, and yield Starting materials: CP(OC)(OC)=O (dimethyl methylphosphonate), C(CCC)[Li] (n-butyl lithium), [Cl-].[NH4+] (ammonium chloride), CC(C(=O)OC)(CC1=CC=CC=C1)C (methyl 2,2-dimethyl-3-phenylpropionate). The solvent is C1CCOC1 (THF). Reaction conditions: time 30 minute. Product: CC(C(CP(OC)(OC)=O)=O)(CC1=CC=CC=C1)C (dimethyl 3,3-dimethyl-2-oxo-4-phenylbutylphosphonate). Isolated yield 81.4%. As a reaction SMILES: [CH3:1][P:2](=[O:7])([O:5][CH3:6])[O:3][CH3:4].C([Li])CCC.[CH3:13][C:14]([CH3:26])([CH2:19][C:20]1[CH:25]=[CH:24][CH:23]=[CH:22][CH:21]=1)[C:15](OC)=[O:16].[Cl-].[NH4+]>C1COCC1>[CH3:13][C:14]([CH3:26])([CH2:19][C:20]1[CH:25]=[CH:24][CH:23]=[CH:22][CH:21]=1)[C:15](=[O:16])[CH2:1][P:2](=[O:7])([O:5][CH3:6])[O:3][CH3:4] |f:3.4|. Procedure details: To a solution of dimethyl methylphosphonate (2.4 ml, 21.8 mmol) in 100 ml of anhydrous THF was added dropwise n-butyl lithium (1.49N, 14.7 ml, 21.8 mmol) at -78° C. under argon atmosphere. After the mixture was stirred for 30 minutes, methyl 2,2-dimethyl-3-phenylpropionate (1.75 g, 10.0 mmol) was added dropwise and the mixture was stirred at -78° C. for 20 minutes and then at room temperature overnight. To this reaction mixture was added an aqueous saturated solution of ammonium chloride, and th...